Task: describe an organic reaction: reactants, conditions, products, and yield. Dataset: the Open Reaction Database (ORD), a public repository of structured organic reaction records The reactants are [OH-].[Na+] (sodium hydroxide), ClC1=CC(=C(C#N)C=C1)N[C@@H]1[C@H](CCCC1)N1CCCC1 (4-chloro-2-{[(1S*,2S*)-2-pyrrolidin-1-ylcyclohexyl]amino}benzonitrile), C(CO)O (Ethylene glycol), Cl (hydrochloric acid). Run at temperature 190 celsius, time 5 hour. The product is ClC1=CC(=C(C(=O)O)C=C1)N[C@@H]1[C@H](CCCC1)N1CCCC1 (4-chloro-2-{[(1S*,2S*)-2-pyrrolidin-1-ylcyclohexyl]amino}benzoic acid). RXN SMILES: [OH-:1].[Na+].[Cl:3][C:4]1[CH:11]=[CH:10]C(C#N)=[C:6]([NH:12][C@H:13]2[CH2:18][CH2:17][CH2:16][CH2:15][C@@H:14]2[N:19]2[CH2:23][CH2:22][CH2:21][CH2:20]2)[CH:5]=1.Cl.[CH2:25]([OH:28])[CH2:26]O>>[Cl:3][C:4]1[CH:11]=[CH:10][C:26]([C:25]([OH:28])=[O:1])=[C:6]([NH:12][C@H:13]2[CH2:18][CH2:17][CH2:16][CH2:15][C@@H:14]2[N:19]2[CH2:23][CH2:22][CH2:21][CH2:20]2)[CH:5]=1 |f:0.1|. Procedure details: Ethylene glycol and sodium hydroxide were added to 4-chloro-2-{[(1S*,2S*)-2-pyrrolidin-1-ylcyclohexyl]amino}benzonitrile, followed by stirring at 190° C. for 5 hours. After neutralizing the reaction liquid by adding hydrochloric acid, the organic layer was extracted with chloroform and the solvent was evaporated to obtain 4-chloro-2-{[(1S*,2S*)-2-pyrrolidin-1-ylcyclohexyl]amino}benzoic acid. Starting materials: Cl.OC(CNCC1=CC=C(C=C1)S(=O)(=O)N)CCCC (4-[(2-hydroxyhexylamino)methyl]benzenesulfonamide hydrochloride), C(C1=CC=CC=C1)(=O)C1=C(C(=O)O)C=CC(=C1)Br (2-benzoyl-4-bromobenzoic acid). Yields the product BrC=1C=C2C(=C(N(C(C2=CC1)=O)CC1=CC=C(C=C1)S(=O)(=O)N)C(CCCC)=O)C1=CC=CC=C1 (4-(6-bromo-1-oxo-3-pentanoyl-4-phenyl-1H-isoquinolin-2-ylmethyl)benzenesulfonamide). RXN SMILES: Cl.[OH:2][CH:3]([CH2:17][CH2:18][CH2:19][CH3:20])[CH2:4][NH:5][CH2:6][C:7]1[CH:12]=[CH:11][C:10]([S:13]([NH2:16])(=[O:15])=[O:14])=[CH:9][CH:8]=1.[C:21]([C:29]1[CH:37]=[C:36]([Br:38])[CH:35]=[CH:34][C:30]=1[C:31](O)=[O:32])(=O)[C:22]1[CH:27]=[CH:26][CH:25]=[CH:24][CH:23]=1>>[Br:38][C:36]1[CH:37]=[C:29]2[C:30](=[CH:34][CH:35]=1)[C:31](=[O:32])[N:5]([CH2:6][C:7]1[CH:8]=[CH:9][C:10]([S:13]([NH2:16])(=[O:14])=[O:15])=[CH:11][CH:12]=1)[C:4]([C:3](=[O:2])[CH2:17][CH2:18][CH2:19][CH3:20])=[C:21]2[C:22]1[CH:27]=[CH:26][CH:25]=[CH:24][CH:23]=1 |f:0.1|. Procedure: In the same manner as in Example 452, Step 2, the title compound was synthesized from 4-[(2-hydroxyhexylamino)methyl]benzenesulfonamide hydrochloride and 2-benzoyl-4-bromobenzoic acid. Starting materials: Fc1cc2c(cc1Br)OC(c1ccccc1)(c1ccccc1)O2, O=C([O-])O, [Li]CCCC, CCOCC, [Na+], O=C(Cl)N1CCOCC1. Product: O=C(c1cc2c(cc1F)OC(c1ccccc1)(c1ccccc1)O2)N1CCOCC1. As a reaction SMILES: [Br:1][c:2]1[cH:3][c:4]2[c:5]([cH:21][c:22]1[F:23])[O:6][C:7]([c:9]1[cH:10][cH:11][cH:12][cH:13][cH:14]1)([c:15]1[cH:16][cH:17][cH:18][cH:19][cH:20]1)[O:8]2.[C:38](=[O:39])([OH:40])[O-:41].[CH2:24]([Li:25])[CH2:26][CH2:27][CH3:28].[CH3:43][CH2:44][O:45][CH2:46][CH3:47].[Na+:42].[O:29]1[CH2:30][CH2:31][N:32]([C:35](=[O:36])[Cl:37])[CH2:33][CH2:34]1>>[c:2]1([C:35]([N:32]2[CH2:31][CH2:30][O:29][CH2:34][CH2:33]2)=[O:36])[cH:3][c:4]2[c:5]([cH:21][c:22]1[F:23])[O:6][C:7]([c:9]1[cH:10][cH:11][cH:12][cH:13][cH:14]1)([c:15]1[cH:16][cH:17][cH:18][cH:19][cH:20]1)[O:8]2. The reactants are CC(CO[Si](C)(C)C)(C#C)C ((2,2-dimethyl-but-3-ynyloxy)-trimethyl-silane), ClC(=O)OCC (ethyl chloroformate), ( 5697-5708 ). Reported procedure: The title compound was prepared from (2,2-dimethyl-but-3-ynyloxy)-trimethyl-silane and ethyl chloroformate in accordance with the procedures of G. Cai et al., Tetrahedron, 2006, (5697-5708). Product: C(C)OC(C#CC(CO[Si](C)(C)C)(C)C)=O (4,4-Dimethyl-5-trimethylsilanyloxy-pent-2-ynoic acid ethyl ester). As a reaction SMILES: [CH3:1][C:2]([CH3:11])([C:9]#[CH:10])[CH2:3][O:4][Si:5]([CH3:8])([CH3:7])[CH3:6].Cl[C:13]([O:15][CH2:16][CH3:17])=[O:14]>>[CH2:16]([O:15][C:13](=[O:14])[C:10]#[C:9][C:2]([CH3:11])([CH3:1])[CH2:3][O:4][Si:5]([CH3:6])([CH3:8])[CH3:7])[CH3:17]. Reactants: CC1=C(C=CC(=C1)C)N1CCN(CC1)C(=O)C1=CC=C(C=C1)N1S(CC[C@H]1CO)(=O)=O ((S)-[4-(2,4-dimethylphenyl)piperazin-1-yl][4-(3-hydroxymethyl-1,1-dioxo-1λ6-isothiazolidin-2-yl)phenyl]methanone), S(=O)(=O)(OC)C1=CC=C(C)C=C1 (methyl tosylate). Product: CC1=C(C=CC(=C1)C)N1CCN(CC1)C(=O)C1=CC=C(C=C1)N1S(CC[C@H]1COC)(=O)=O ((S)-[4-(2,4-dimethylphenyl)piperazin-1-yl][4-(3-methoxymethyl-1,1-dioxo-1λ6-isothiazolidin-2-yl)phenyl]methanone). Reaction SMILES: [CH3:1][C:2]1[CH:7]=[C:6]([CH3:8])[CH:5]=[CH:4][C:3]=1[N:9]1[CH2:14][CH2:13][N:12]([C:15]([C:17]2[CH:22]=[CH:21][C:20]([N:23]3[C@H:27]([CH2:28][OH:29])[CH2:26][CH2:25][S:24]3(=[O:31])=[O:30])=[CH:19][CH:18]=2)=[O:16])[CH2:11][CH2:10]1.S(C1C=CC(C)=CC=1)(O[CH3:36])(=O)=O>>[CH3:1][C:2]1[CH:7]=[C:6]([CH3:8])[CH:5]=[CH:4][C:3]=1[N:9]1[CH2:10][CH2:11][N:12]([C:15]([C:17]2[CH:18]=[CH:19][C:20]([N:23]3[C@H:27]([CH2:28][O:29][CH3:36])[CH2:26][CH2:25][S:24]3(=[O:30])=[O:31])=[CH:21][CH:22]=2)=[O:16])[CH2:13][CH2:14]1. Procedure: Using (S)-[4-(2,4-dimethylphenyl)piperazin-1-yl][4-(3-hydroxymethyl-1,1-dioxo-1λ6-isothiazolidin-2-yl)phenyl]methanone (480 mg) described in Example 32 and methyl tosylate (0.16 mL) and by the reaction and treatment in the same manner as in Example 36, the title compound (177 mg) was obtained.